Dataset: the Open Reaction Database (ORD), a public repository of structured organic reaction records. Task: describe an organic reaction: reactants, conditions, products, and yield Starting materials: C(O)([O-])=O.[Na+] (sodium hydrogen carbonate), C1(CCCCC1)C(=O)C1=C(C2=NC=C(C=C2S1)C(F)(F)F)C (cyclohexyl[3-methyl-6-(trifluoromethyl)thieno[3,2-b]pyridin-2-yl]methanone), NC1=CC=C(C(=O)OC)C=C1 (methyl 4-aminobenzoate), C(O)([O-])=O.[Na+] (sodium hydrogen carbonate), solution, C(#N)[BH3-].[Na+] (sodium cyanoborohydride). Reagents/catalysts: [Ti](Cl)(Cl)(Cl)Cl (titanium (IV) chloride). Solvent: C(Cl)Cl (methylene chloride), C(C)N(CC)CC (triethylamine), O1CCCC1 (tetrahydrofuran), C(C)(=O)O (acetic acid). Reaction conditions: time 1 day. The product is C1(CCCCC1)C(C1=C(C2=NC=C(C=C2S1)C(F)(F)F)C)NC1=CC=C(C(=O)OC)C=C1 (methyl 4-({cyclohexyl[3-methyl-6-(trifluoromethyl)thieno[3,2-b]pyridin-2-yl]methyl}amino)benzoate). Yield: 68.1%. RXN SMILES: [CH:1]1([C:7]([C:9]2[S:17][C:16]3[C:11](=[N:12][CH:13]=[C:14]([C:18]([F:21])([F:20])[F:19])[CH:15]=3)[C:10]=2[CH3:22])=O)[CH2:6][CH2:5][CH2:4][CH2:3][CH2:2]1.[NH2:23][C:24]1[CH:33]=[CH:32][C:27]([C:28]([O:30][CH3:31])=[O:29])=[CH:26][CH:25]=1.C(=O)([O-])O.[Na+].C([BH3-])#N.[Na+]>O1CCCC1.[Ti](Cl)(Cl)(Cl)Cl.C(O)(=O)C.C(Cl)Cl.C(N(CC)CC)C>[CH:1]1([CH:7]([NH:23][C:24]2[CH:25]=[CH:26][C:27]([C:28]([O:30][CH3:31])=[O:29])=[CH:32][CH:33]=2)[C:9]2[S:17][C:16]3[C:11](=[N:12][CH:13]=[C:14]([C:18]([F:21])([F:20])[F:19])[CH:15]=3)[C:10]=2[CH3:22])[CH2:6][CH2:5][CH2:4][CH2:3][CH2:2]1 |f:2.3,4.5|. Procedure details: To a mixture of cyclohexyl[3-methyl-6-(trifluoromethyl)thieno[3,2-b]pyridin-2-yl]methanone (805 mg) synthesized above, methyl 4-aminobenzoate (410 mg), triethylamine (2.75 mL) and methylene chloride (10 mL) was added titanium (IV) chloride (323 μL) at 0° C., and the mixture was stirred at room temperature for 1 day under argon atmosphere. Saturated aqueous sodium hydrogen carbonate solution was added to quench the reaction, and the reaction mixture was extracted with ethyl acetate. The extract w... The reactants are FC(OC1=CC=C(C=C1)C=1C=NC(=NC1)NC1=CC(=C(C=C1)C)[N+](=O)[O-])F (5-(4-(difluoromethoxy)phenyl)-N-(4-methyl-3-nitrophenyl)pyrimidin-2-amine), O.O.Cl[Sn]Cl (SnCl2.2H2O). Run in OS(=O)(=O)[O-].[Na+] (NaHSO4), O1CCOCC1 (1,4-dioxane). Reaction conditions: temperature 100 celsius. Product: FC(OC1=CC=C(C=C1)C=1C=NC(=NC1)NC1=CC(=C(C=C1)C)N)F (N1-(5-(4-(difluoromethoxy)phenyl)pyrimidin-2-yl)-4-methylbenzene-1,3-diamine). Reaction SMILES: [F:1][CH:2]([F:27])[O:3][C:4]1[CH:9]=[CH:8][C:7]([C:10]2[CH:11]=[N:12][C:13]([NH:16][C:17]3[CH:22]=[CH:21][C:20]([CH3:23])=[C:19]([N+:24]([O-])=O)[CH:18]=3)=[N:14][CH:15]=2)=[CH:6][CH:5]=1.O.O.Cl[Sn]Cl>OS([O-])(=O)=O.[Na+].O1CCOCC1>[F:27][CH:2]([F:1])[O:3][C:4]1[CH:9]=[CH:8][C:7]([C:10]2[CH:15]=[N:14][C:13]([NH:16][C:17]3[CH:22]=[CH:21][C:20]([CH3:23])=[C:19]([NH2:24])[CH:18]=3)=[N:12][CH:11]=2)=[CH:6][CH:5]=1 |f:1.2.3,4.5|. Procedure details: A suspension of 5-(4-(difluoromethoxy)phenyl)-N-(4-methyl-3-nitrophenyl)pyrimidin-2-amine 28a (1.5 mmol) and SnCl2.2H2O (4.5 mmol) in 1N NaHSO4 (50 mL) and 1,4-dioxane (50 mL) is heated at 100° C. for 1 h. The solvent is removed under vacuum and the residue dissolved in 5% NaOH and extracted with DCM (3×50 mL). The organic layer is washed with 5% NaOH (1×50 mL), water (1×50 mL), brine, dried over Na2SO4 and concentrated to afford N1-(5-(4-(difluoromethoxy)phenyl)pyrimidin-2-yl)-4-methylbenzene-1... Starting materials: CCOc1ccc(F)c(O[Si](C)(C)C(C)(C)C)c1, [Li]CCCC, C1CCOC1, CC(NCCN)C(C)(C)N(C)C, CN(C)C=O. Yields the product CCOc1cc(C=O)c(F)c(O[Si](C)(C)C(C)(C)C)c1. Reaction SMILES: [C:1]([CH3:2])([CH3:3])([CH3:4])[Si:5]([CH3:6])([CH3:7])[O:8][c:9]1[c:10]([F:18])[cH:11][cH:12][c:13]([O:15][CH2:16][CH3:17])[cH:14]1.[CH2:31]([Li:32])[CH2:33][CH2:34][CH3:35].[CH2:41]1[O:42][CH2:43][CH2:44][CH2:45]1.[CH3:19][CH:20]([NH:21][CH2:22][CH2:23][NH2:24])[C:25]([CH3:26])([CH3:27])[N:28]([CH3:29])[CH3:30].[O:36]=[CH:37][N:38]([CH3:39])[CH3:40]>>[C:1]([CH3:2])([CH3:3])([CH3:4])[Si:5]([CH3:6])([CH3:7])[O:8][c:9]1[c:10]([F:18])[c:11]([CH:37]=[O:36])[cH:12][c:13]([O:15][CH2:16][CH3:17])[cH:14]1. The reactants are C(CC)C1CCC(CC1)C(=O)O (4-Propyl-cyclohexanecarboxylic acid), BrCC(CO)(C)C (3-bromo-2,2-dimethyl-propan-1-ol), C1(=CC=C(C=C1)S(=O)(=O)O)C (para-toluene sulphonic acid). The solvent is C1(=CC=CC=C1)C (toluene). Yields the product BrCC(COC(=O)C1CCC(CC1)CCC)(C)C (4-propyl-cyclohexanecarboxylic acid 3-bromo-2,2-dimethyl-propyl ester). RXN SMILES: [CH2:1]([CH:4]1[CH2:9][CH2:8][CH:7]([C:10]([OH:12])=[O:11])[CH2:6][CH2:5]1)[CH2:2][CH3:3].[Br:13][CH2:14][C:15]([CH3:19])([CH3:18])[CH2:16]O.C1(C)C=CC(S(O)(=O)=O)=CC=1>C1(C)C=CC=CC=1>[Br:13][CH2:14][C:15]([CH3:19])([CH3:18])[CH2:16][O:11][C:10]([CH:7]1[CH2:8][CH2:9][CH:4]([CH2:1][CH2:2][CH3:3])[CH2:5][CH2:6]1)=[O:12]. Reported procedure: 4-Propyl-cyclohexanecarboxylic acid (10.0 g, 58.0 mmol), 3-bromo-2,2-dimethyl-propan-1-ol (10.0 g, 59.9 mmol) and a catalytic amount of para-toluene sulphonic acid are stirred under reflux in toluene (300 ml) in a flask equipped with Dean-Stark apparatus over night. The solution is allowed to cool to room temperature, is washed with aqueous sodium carbonate and water, dried and evaporated to dryness. Purification is achieved by filtration through a silica pad using petrol as eluant. Evaporation ... The reactants are CC(C)(C)[S@](=O)N ((S)-2-methylpropane-2-sulfinamide), C(=O)C1CCN(CC1)C(=O)OC(C)(C)C (tert-butyl 4-formylpiperidine-1-carboxylate), ice water. Reagents/catalysts: [O-]CC.[Ti+4].[O-]CC.[O-]CC.[O-]CC (titanium(IV) ethoxide). The solvent is C1CCOC1 (THF), C1CCOC1 (THF). Reaction conditions: time 2 hour. Yields the product C(C)(C)(C)[S@](=O)\N=C\C1CCN(CC1)C(=O)OC(C)(C)C ((S,E)-tert-butyl 4-((tert-butylsulfinylimino)methyl)piperidine-1-carboxylate). The yield is 85.2%. Reaction SMILES: [CH3:1][C:2]([S@@:5]([NH2:7])=[O:6])([CH3:4])[CH3:3].[CH:8]([CH:10]1[CH2:15][CH2:14][N:13]([C:16]([O:18][C:19]([CH3:22])([CH3:21])[CH3:20])=[O:17])[CH2:12][CH2:11]1)=O>C1COCC1.[O-]CC.[Ti+4].[O-]CC.[O-]CC.[O-]CC>[C:2]([S@@:5](/[N:7]=[CH:8]/[CH:10]1[CH2:15][CH2:14][N:13]([C:16]([O:18][C:19]([CH3:20])([CH3:22])[CH3:21])=[O:17])[CH2:12][CH2:11]1)=[O:6])([CH3:4])([CH3:3])[CH3:1] |f:3.4.5.6.7|. Procedure details: A solution of (S)-2-methylpropane-2-sulfinamide (2.0 g, 16.50 mmol) in THF (8.0 ml) and titanium(IV) ethoxide (17.3 ml, 82.51 mmol) were added sequentially to a solution of tert-butyl 4-formylpiperidine-1-carboxylate (3.70 g, 17.33 mmol) in THF (8.0 ml). The resulting mixture was stirred at r.t for 2 hours. The reaction mixture was poured into ice/water and the suspension filtered. The filtrate was extracted with EtOAc and the organic layer was dried with MgSO4, filtered and the filtrate was con... Reactants: C(C)(C)OB(OC(C)C)OC(C)C (triisopropylborate), S(O)(O)(=O)=O (sulfuric acid), CC=1C=C(C=C(C1)C)Br (3,5-Dimethylbromobenzene), [Mg] (magnesium). The solvent is C(C)OCC (diethylether), C(C)OCC (diethylether), C1CCOC1 (THF). Product: CC=1C=C(C=C(C1)C)B(O)O (3,5-Dimethylphenylboronic acid). RXN SMILES: [CH3:1][C:2]1[CH:3]=[C:4](Br)[CH:5]=[C:6]([CH3:8])[CH:7]=1.[Mg].C([O:14][B:15](OC(C)C)[O:16]C(C)C)(C)C.S(=O)(=O)(O)O>C1COCC1.C(OCC)C>[CH3:1][C:2]1[CH:3]=[C:4]([B:15]([OH:16])[OH:14])[CH:5]=[C:6]([CH3:8])[CH:7]=1. Reported procedure: 3,5-Dimethylbromobenzene (10 g, 54 mmol) and magnesium (2.5 g, 108 mmol) were dissolved in 100 mL of THF and stirred at reflux for five hours. After this time, triisopropylborate (10 g, 54 mmol) as a solution in diethylether (50 mL) was added to the solution, followed by stirring at room temperature overnight. The THF was removed in vacuo to leave a crude oil. This oil was taken up in 100 mL of diethylether and 100 mL of 10% sulfuric acid (aqueous) and stirred for two hours. The organic layer wa... Product: Cl, CCOC(=N)c1cc(CO)cc(CO)c1. Reaction SMILES: [CH3:14][CH2:15][OH:16].[ClH:1].[OH:2][CH2:3][c:4]1[cH:5][c:6]([C:7]#[N:8])[cH:9][c:10]([CH2:12][OH:13])[cH:11]1>>[ClH:1].[OH:2][CH2:3][c:4]1[cH:5][c:6]([C:7](=[NH:8])[O:16][CH2:15][CH3:14])[cH:9][c:10]([CH2:12][OH:13])[cH:11]1. Reactants: CCO, Cl, N#Cc1cc(CO)cc(CO)c1. Reactants: O1COC2=C1C=CC(=C2)C2(CCC2)C(=O)O (1-Benzo[1,3]dioxol-5-yl-cyclobutanecarboxylic acid), ClC(=O)Cl (chloroketone), COC1=C(C=CC=C1)C1(CCC1)C(=O)O (1-(2-Methoxy-phenyl)-cyclobutanecarboxylic acid). Yields the product ClCC(=O)C1(CCC1)C1=C(C=CC=C1)OC (2-Chloro-1-[1-(2-methoxy-phenyl)-cyclobutyl]-ethanone). Reaction SMILES: O1C2C=CC(C3(C(O)=O)CCC3)=CC=2OC1.Cl[C:18]([Cl:20])=O.[CH3:21][O:22][C:23]1[CH:28]=[CH:27][CH:26]=[CH:25][C:24]=1[C:29]1([C:33](O)=[O:34])[CH2:32][CH2:31][CH2:30]1>>[Cl:20][CH2:18][C:33]([C:29]1([C:24]2[CH:25]=[CH:26][CH:27]=[CH:28][C:23]=2[O:22][CH3:21])[CH2:32][CH2:31][CH2:30]1)=[O:34]. Procedure details: 1-Benzo[1,3]dioxol-5-yl-cyclobutanecarboxylic acid was converted to the corresponding chloroketone following the same procedure used for the conversion of 1-(2-Methoxy-phenyl)-cyclobutanecarboxylic acid to give 2-Chloro-1-[1-(2-methoxy-phenyl)-cyclobutyl]-ethanone. 300 mg of 1-benzo[1,3]dioxol-5-yl-cyclobutanecarboxylic acid thus provided 285 mg (83%) of 1-(1-Benzo[1,3]dioxol-5-yl-cyclobutyl)-2-chloro-ethanone. Data for this chloride: 1H NMR (300 MHz, CDCl3): δ 6.7–6.85 (m, 3H), 5.98 (s, 2H), 4.... The reactants are O=C([O-])[O-], NC(=O)C1CC(n2cc(I)c3c(N)ncnc32)C1, [Na+], [Na+], CN(C)C=O, O, CC1(C)CB(c2ccc3ccc(-c4ccccc4)nc3c2)OC1(C)C, c1ccc(P(c2ccccc2)(c2ccccc2)[Pd](P(c2ccccc2)(c2ccccc2)c2ccccc2)(P(c2ccccc2)(c2ccccc2)c2ccccc2)P(c2ccccc2)(c2ccccc2)c2ccccc2)cc1. Product: NC(=O)C1CC(n2cc(-c3ccc4ccc(-c5ccccc5)nc4c3)c3c(N)ncnc32)C1. As a reaction SMILES: [C:44](=[O:45])([O-:46])[O-:47].[NH2:1][c:2]1[c:3]2[c:4]([n:5][cH:6][n:7]1)[n:8]([CH:12]1[CH2:13][CH:14]([C:16](=[O:17])[NH2:18])[CH2:15]1)[cH:9][c:10]2[I:11].[Na+:48].[Na+:49].[O:50]=[CH:51][N:52]([CH3:53])[CH3:54].[OH2:132].[c:19]1(-[c:25]2[n:26][c:27]3[cH:28][c:29]([B:35]4[O:36][C:37]([CH3:38])([CH3:39])[C:40]([CH3:41])([CH3:42])[CH2:43]4)[cH:30][cH:31][c:32]3[cH:33][cH:34]2)[cH:20][cH:21][cH:22][cH:23][cH:24]1.[cH:55]1[cH:56][cH:57][c:58]([P:59]([Pd:60]([P:61]([c:62]2[cH:63][cH:64][cH:65][cH:66][cH:67]2)([c:68]2[cH:69][cH:70][cH:71][cH:72][cH:73]2)[c:74]2[cH:75][cH:76][cH:77][cH:78][cH:79]2)([P:80]([c:81]2[cH:82][cH:83][cH:84][cH:85][cH:86]2)([c:87]2[cH:88][cH:89][cH:90][cH:91][cH:92]2)[c:93]2[cH:94][cH:95][cH:96][cH:97][cH:98]2)[P:99]([c:100]2[cH:101][cH:102][cH:103][cH:104][cH:105]2)([c:106]2[cH:107][cH:108][cH:109][cH:110][cH:111]2)[c:112]2[cH:113][cH:114][cH:115][cH:116][cH:117]2)([c:118]2[cH:119][cH:120][cH:121][cH:122][cH:123]2)[c:124]2[cH:125][cH:126][cH:127][cH:128][cH:129]2)[cH:130][cH:131]1>>[NH2:1][c:2]1[c:3]2[c:4]([n:5][cH:6][n:7]1)[n:8]([CH:12]1[CH2:13][CH:14]([C:16](=[O:17])[NH2:18])[CH2:15]1)[cH:9][c:10]2-[c:29]1[cH:28][c:27]2[n:26][c:25](-[c:19]3[cH:20][cH:21][cH:22][cH:23][cH:24]3)[cH:34][cH:33][c:32]2[cH:31][cH:30]1.